Dataset: the Open Reaction Database (ORD), a public repository of structured organic reaction records. Task: describe an organic reaction: reactants, conditions, products, and yield Starting materials: CCOC(=O)CCNCc1ccc(OC)c(OC)c1, COc1cc(CC(=O)NCC(=O)O)ccc1NC(=O)Nc1ccccc1C, CN(C)C=O, CCN(C(C)C)C(C)C. Product: CCOC(=O)CCN(Cc1ccc(OC)c(OC)c1)C(=O)CNC(=O)Cc1ccc(NC(=O)Nc2ccccc2C)c(OC)c1. As a reaction SMILES: [CH2:28]([CH3:29])[O:30][C:31]([CH2:32][CH2:33][NH:34][CH2:35][c:36]1[cH:37][c:38]([O:44][CH3:45])[c:39]([O:42][CH3:43])[cH:40][cH:41]1)=[O:46].[CH3:1][O:2][c:3]1[cH:4][c:5]([CH2:20][C:21](=[O:22])[NH:23][CH2:24][C:25](=[O:26])[OH:27])[cH:6][cH:7][c:8]1[NH:9][C:10](=[O:11])[NH:12][c:13]1[c:14]([CH3:19])[cH:15][cH:16][cH:17][cH:18]1.[CH3:56][N:57]([CH3:58])[CH:59]=[O:60].[CH:47]([N:48]([CH:49]([CH3:50])[CH3:51])[CH2:52][CH3:53])([CH3:54])[CH3:55]>>[CH3:1][O:2][c:3]1[cH:4][c:5]([CH2:20][C:21](=[O:22])[NH:23][CH2:24][C:25](=[O:26])[N:34]([CH2:33][CH2:32][C:31]([O:30][CH2:28][CH3:29])=[O:46])[CH2:35][c:36]2[cH:37][c:38]([O:44][CH3:45])[c:39]([O:42][CH3:43])[cH:40][cH:41]2)[cH:6][cH:7][c:8]1[NH:9][C:10](=[O:11])[NH:12][c:13]1[c:14]([CH3:19])[cH:15][cH:16][cH:17][cH:18]1.